This data is from the Open Reaction Database (ORD), a public repository of structured organic reaction records. The task is: describe an organic reaction: reactants, conditions, products, and yield The reactants are [Al+3], CC(=O)OC1Cc2ccccc2C1, CC(=O)Cl, [Cl-], [Cl-], [Cl-], Cl, S=C=S. Yields the product CC(=O)OC1Cc2ccc(C(C)=O)cc2C1. RXN SMILES: [Al+3:2].[CH2:5]1[CH:6]([O:14][C:15]([CH3:16])=[O:17])[CH2:7][c:8]2[cH:9][cH:10][cH:11][cH:12][c:13]21.[CH3:19][C:20]([Cl:21])=[O:22].[Cl-:1].[Cl-:3].[Cl-:4].[ClH:18].[S:23]=[C:24]=[S:25]>>[CH2:5]1[CH:6]([O:14][C:15]([CH3:16])=[O:17])[CH2:7][c:8]2[cH:9][c:10]([C:20]([CH3:19])=[O:22])[cH:11][cH:12][c:13]21. The reactants are C(C1=CC=CC=C1)O[C@H]1C(=O)O[C@@H]([C@H]([C@@H]1OCC1=CC=CC=C1)OCC1=CC=CC=C1)COCC1=CC=CC=C1 (2,3,4,6-tetra-O-benzyl-D-glucono-1,5-lactone), [Cl-].[NH4+] (ammonium chloride), C(C1=CC=CC=C1)OC1=C(C=C(C(=C1)Cl)CC1=CC=C(C=C1)CCOCOC)Br (1-(benzyloxy)-2-bromo-5-chloro-4-[4-[2-(methoxymethoxy)ethyl]benzyl]benzene), C(CCC)[Li] (n-butyllithium). The solvent is O1CCCC1 (tetrahydrofuran), CCCCCC (hexane), O1CCCC1 (tetrahydrofuran). Conditions: time 5 minute. Yields the product C(C1=CC=CC=C1)O[C@H]1C(O)(O[C@@H]([C@H]([C@@H]1OCC1=CC=CC=C1)OCC1=CC=CC=C1)COCC1=CC=CC=C1)C1=C(C=C(C(=C1)CC1=CC=C(C=C1)CCOCOC)Cl)OCC1=CC=CC=C1 (2,3,4,6-tetra-O-benzyl-1-C-[2-(benzyloxy)-4-chloro-5-[4-[2-(methoxymethoxy)ethyl]benzyl]phenyl]-D-glucopyranose). The yield is 21.8%. Reaction SMILES: [CH2:1]([O:8][C:9]1[CH:14]=[C:13]([Cl:15])[C:12]([CH2:16][C:17]2[CH:22]=[CH:21][C:20]([CH2:23][CH2:24][O:25][CH2:26][O:27][CH3:28])=[CH:19][CH:18]=2)=[CH:11][C:10]=1Br)[C:2]1[CH:7]=[CH:6][CH:5]=[CH:4][CH:3]=1.C([Li])CCC.[CH2:35]([O:42][C@@H:43]1[C@@H:49]([O:50][CH2:51][C:52]2[CH:57]=[CH:56][CH:55]=[CH:54][CH:53]=2)[C@H:48]([O:58][CH2:59][C:60]2[CH:65]=[CH:64][CH:63]=[CH:62][CH:61]=2)[C@@H:47]([CH2:66][O:67][CH2:68][C:69]2[CH:74]=[CH:73][CH:72]=[CH:71][CH:70]=2)[O:46][C:44]1=[O:45])[C:36]1[CH:41]=[CH:40][CH:39]=[CH:38][CH:37]=1.[Cl-].[NH4+]>O1CCCC1.CCCCCC>[CH2:35]([O:42][C@@H:43]1[C@@H:49]([O:50][CH2:51][C:52]2[CH:57]=[CH:56][CH:55]=[CH:54][CH:53]=2)[C@H:48]([O:58][CH2:59][C:60]2[CH:61]=[CH:62][CH:63]=[CH:64][CH:65]=2)[C@@H:47]([CH2:66][O:67][CH2:68][C:69]2[CH:70]=[CH:71][CH:72]=[CH:73][CH:74]=2)[O:46][C:44]1([C:10]1[CH:11]=[C:12]([CH2:16][C:17]2[CH:18]=[CH:19][C:20]([CH2:23][CH2:24][O:25][CH2:26][O:27][CH3:28])=[CH:21][CH:22]=2)[C:13]([Cl:15])=[CH:14][C:9]=1[O:8][CH2:1][C:2]1[CH:7]=[CH:6][CH:5]=[CH:4][CH:3]=1)[OH:45])[C:36]1[CH:37]=[CH:38][CH:39]=[CH:40][CH:41]=1 |f:3.4|. Procedure: To a tetrahydrofuran solution (3 mL) of 1-(benzyloxy)-2-bromo-5-chloro-4-[4-[2-(methoxymethoxy)ethyl]benzyl]benzene (290 mg, 0.609 mmol) was added dropwise under nitrogen atmosphere at −78° C. a 2.6 M hexane solution of n-butyllithium (234 μL, 0.609 mmol), and the mixture was stirred for 5 minutes at the same temperature. Then a tetrahydrofuran solution (3 mL) of 2,3,4,6-tetra-O-benzyl-D-glucono-1,5-lactone (328 mg, 0.609 mmol) was added dropwise, and the mixture was stirred for an hour at the s... Reactants: Cl (hydrochloric acid), BrC1=CC(=C(C(=O)NCC(F)(F)F)C=C1)C (4-bromo-2-methyl-N-(2,2,2-trifluoroethyl)benzoic acid amide), C(CCC)[Li] (n-butyl lithium), CN(C=O)C (N,N-dimethylformamide). Run in O (water), O1CCCC1 (tetrahydrofuran). Yields the product C(=O)C1=CC(=C(C(=O)NCC(F)(F)F)C=C1)C (4-formyl-2-methyl-N-(2,2,2-trifluoroethyl)benzoic acid amide). As a reaction SMILES: Br[C:2]1[CH:15]=[CH:14][C:5]([C:6]([NH:8][CH2:9][C:10]([F:13])([F:12])[F:11])=[O:7])=[C:4]([CH3:16])[CH:3]=1.C([Li])CCC.CN(C)[CH:24]=[O:25].Cl>O1CCCC1.O>[CH:24]([C:2]1[CH:15]=[CH:14][C:5]([C:6]([NH:8][CH2:9][C:10]([F:13])([F:12])[F:11])=[O:7])=[C:4]([CH3:16])[CH:3]=1)=[O:25]. Procedure: In a solution of 1.00 g of 4-bromo-2-methyl-N-(2,2,2-trifluoroethyl)benzoic acid amide in 15 ml of tetrahydrofuran under nitrogen atmosphere, 4.7 ml of n-butyl lithium (1.58M hexane solution) was added dropwise at −70° C. with stirring, and then 0.4 ml of N,N-dimethylformamide were added dropwise. After stirring at the same temperature for 30 minutes, 10 ml of 1N hydrochloric acid and then 30 ml of water were added, and extracted with ethyl acetate (30 ml×2). The organic phase was dehydrated wit...